Dataset: the Open Reaction Database (ORD), a public repository of structured organic reaction records. Task: describe an organic reaction: reactants, conditions, products, and yield The reactants are CCO, CCOC(C)=O, ClCCBr, Nc1ccc([N+](=O)[O-])cc1S, [Na+], [OH-], O. The product is Nc1ccc([N+](=O)[O-])cc1SCCCl. Reaction SMILES: [CH3:18][CH2:19][OH:20].[CH3:22][CH2:23][O:24][C:25](=[O:26])[CH3:27].[Cl:14][CH2:15][CH2:16][Br:17].[NH2:1][c:2]1[c:3]([SH:11])[cH:4][c:5]([N+:8](=[O:9])[O-:10])[cH:6][cH:7]1.[Na+:13].[OH-:12].[OH2:21]>>[NH2:1][c:2]1[c:3]([S:11][CH2:16][CH2:15][Cl:14])[cH:4][c:5]([N+:8](=[O:9])[O-:10])[cH:6][cH:7]1. The reactants are FC1=C(CN(CC(=O)OC(C)(C)C)S(=O)(=O)C2=CC=C(C=C2)N2CCC(CC2)NC[C@@H](C2=CC(=C(C=C2)O)NS(=O)(=O)C)O)C=C(C=C1)F (tert-butyl 2-{(2,5-difluorobenzyl)[(4-{4-[((2R)-2-hydroxy-2-{4-hydroxy-3-[(methylsulfonyl)amino]phenyl}ethyl)amino]-1-piperidinyl}phenyl)sulfonyl]amino}acetate), C(=O)(C(F)(F)F)O (CF3COOH). The solvent is O (H2O). Conditions: time 20 hour. The product is FC1=C(CN(CC(=O)O)S(=O)(=O)C2=CC=C(C=C2)N2CCC(CC2)NC[C@@H](C2=CC(=C(C=C2)O)NS(=O)(=O)C)O)C=C(C=C1)F (2-{(2,5-Difluorobenzyl)[(4-{4-[((2R)-2-hydroxy-2-{4-hydroxy-3-[(methylsulfonyl)-amino]phenyl}ethyl)amino]-1-piperidinyl}phenyl)sulfonyl]amino}acetic acid). Reaction SMILES: [F:1][C:2]1[CH:48]=[CH:47][C:46]([F:49])=[CH:45][C:3]=1[CH2:4][N:5]([S:14]([C:17]1[CH:22]=[CH:21][C:20]([N:23]2[CH2:28][CH2:27][CH:26]([NH:29][CH2:30][C@H:31]([OH:44])[C:32]3[CH:37]=[CH:36][C:35]([OH:38])=[C:34]([NH:39][S:40]([CH3:43])(=[O:42])=[O:41])[CH:33]=3)[CH2:25][CH2:24]2)=[CH:19][CH:18]=1)(=[O:16])=[O:15])[CH2:6][C:7]([O:9]C(C)(C)C)=[O:8].C(O)(C(F)(F)F)=O>O>[F:1][C:2]1[CH:48]=[CH:47][C:46]([F:49])=[CH:45][C:3]=1[CH2:4][N:5]([S:14]([C:17]1[CH:18]=[CH:19][C:20]([N:23]2[CH2:24][CH2:25][CH:26]([NH:29][CH2:30][C@H:31]([OH:44])[C:32]3[CH:37]=[CH:36][C:35]([OH:38])=[C:34]([NH:39][S:40]([CH3:43])(=[O:41])=[O:42])[CH:33]=3)[CH2:27][CH2:28]2)=[CH:21][CH:22]=1)(=[O:15])=[O:16])[CH2:6][C:7]([OH:9])=[O:8]. Reported procedure: This compound was prepared from tert-butyl 2-{(2,5-difluorobenzyl)[(4-{4-[((2R)-2-hydroxy-2-{4-hydroxy-3-[(methylsulfonyl)amino]phenyl}ethyl)amino]-1-piperidinyl}phenyl)sulfonyl]amino}acetate in substantially the same manner, as described in Example 53, with one change; the mixture was stirred at room temperature for 20 hours. The volatiles were removed and the product was purified by reverse phase chromatography to give a white solid (1.44 9, 42% yield): mp 80-82° C.; MS m/e 669 (M+H)+; 1H NMR ...